Dataset: the Open Reaction Database (ORD), a public repository of structured organic reaction records. Task: describe an organic reaction: reactants, conditions, products, and yield Reactants: C(C)(=O)O (Acetic acid), C(C=1C(N)=CC=CC1)(=O)OC (methyl anthranilate), [OH-].[Na+] (NaOH), C(C1=CC=C(C=C1)OC)(=O)Cl (p-anisoyl chloride). Run in C(Cl)Cl (CH2Cl2), O (H2O). Reaction conditions: temperature 23 celsius. Product: C(C1=CC=C(C=C1)OC)(=O)NC=1C(C(=O)OC)=CC=CC1 (Methyl N-p-Anisoylanthranilate). Yield: 96.0%. As a reaction SMILES: [C:1]([O:10][CH3:11])(=[O:9])[C:2]1[C:3](=[CH:5][CH:6]=[CH:7][CH:8]=1)[NH2:4].[OH-].[Na+].[C:14](Cl)(=[O:23])[C:15]1[CH:20]=[CH:19][C:18]([O:21][CH3:22])=[CH:17][CH:16]=1.C(O)(=O)C>C(Cl)Cl.O>[C:14]([NH:4][C:3]1[C:2](=[CH:8][CH:7]=[CH:6][CH:5]=1)[C:1]([O:10][CH3:11])=[O:9])(=[O:23])[C:15]1[CH:20]=[CH:19][C:18]([O:21][CH3:22])=[CH:17][CH:16]=1 |f:1.2|. Reported procedure: A solution of 529.8 g (3.505 mole) methyl anthranilate and 294.4 g 50 weight percent NaOH (3.68 mole) in 3.6 L CH2Cl2 and 1.8 L H2O was stirred in an ice-bath as 627.8 g (3.680 mole) p-anisoyl chloride was added at such rate that the temperature did not exceed 10° C. (time required was 1.25 hr). The mixture was allowed to warm to 23° C. Acetic acid (50 mL) was added to adjust the pH to 5. The layers were separated and the organic layer was washed with 10% aqueous NaHCO3 (1×0.8 L) and brine (1×0.... Starting materials: CCN=C=NCCCN(C)C, CCN(C(C)C)C(C)C, Cl, Cl, O=C(O)c1cc(F)ccc1F, CN(C)C=O, O, On1nnc2ccccc21, O=C(CC(=O)N1CCNCC1)Nc1ccc(-c2ccccc2)cc1. The product is O=C(CC(=O)N1CCN(C(=O)c2cc(F)ccc2F)CC1)Nc1ccc(-c2ccccc2)cc1. RXN SMILES: [CH3:31][CH2:32][N:33]=[C:34]=[N:35][CH2:36][CH2:37][CH2:38][N:39]([CH3:40])[CH3:41].[CH:11]([N:12]([CH2:13][CH3:14])[CH:15]([CH3:16])[CH3:17])([CH3:18])[CH3:19].[ClH:42].[ClH:43].[F:20][c:21]1[c:22]([C:23](=[O:24])[OH:25])[cH:26][c:27]([F:30])[cH:28][cH:29]1.[O:68]=[CH:69][N:70]([CH3:71])[CH3:72].[OH2:73].[OH:1][n:2]1[c:3]2[c:4]([cH:5][cH:6][cH:7][cH:8]2)[n:9][n:10]1.[c:44]1(-[c:62]2[cH:63][cH:64][cH:65][cH:66][cH:67]2)[cH:45][cH:46][c:47]([NH:50][C:51]([CH2:52][C:53]([N:54]2[CH2:55][CH2:56][NH:57][CH2:58][CH2:59]2)=[O:60])=[O:61])[cH:48][cH:49]1>>[F:20][c:21]1[c:22]([C:23](=[O:25])[N:57]2[CH2:56][CH2:55][N:54]([C:53]([CH2:52][C:51]([NH:50][c:47]3[cH:46][cH:45][c:44](-[c:62]4[cH:63][cH:64][cH:65][cH:66][cH:67]4)[cH:49][cH:48]3)=[O:61])=[O:60])[CH2:59][CH2:58]2)[cH:26][c:27]([F:30])[cH:28][cH:29]1. The reactants are Brc1cccc(Br)n1, CCOCC, NCc1ccc(Cl)cc1. Yields the product Clc1ccc(CNc2cccc(Br)n2)cc1. RXN SMILES: [Br:10][c:11]1[n:12][c:13]([Br:17])[cH:14][cH:15][cH:16]1.[CH3:18][CH2:19][O:20][CH2:21][CH3:22].[Cl:1][c:2]1[cH:3][cH:4][c:5]([CH2:6][NH2:7])[cH:8][cH:9]1>>[Cl:1][c:2]1[cH:3][cH:4][c:5]([CH2:6][NH:7][c:13]2[n:12][c:11]([Br:10])[cH:16][cH:15][cH:14]2)[cH:8][cH:9]1. The reactants are C(=O)NC(C)CCCCCCCCCCC (2-formamidotridecane), [OH-].[Na+] (NaOH). Run in Cl (HCl). The product is NC(C)CCCCCCCCCCC (2-aminotridecane). The yield is 76.0%. RXN SMILES: C([NH:3][CH:4]([CH2:6][CH2:7][CH2:8][CH2:9][CH2:10][CH2:11][CH2:12][CH2:13][CH2:14][CH2:15][CH3:16])[CH3:5])=O.[OH-].[Na+]>Cl>[NH2:3][CH:4]([CH2:6][CH2:7][CH2:8][CH2:9][CH2:10][CH2:11][CH2:12][CH2:13][CH2:14][CH2:15][CH3:16])[CH3:5] |f:1.2|. Procedure: 60 g of 2-formamidotridecane are refluxed in 400 ml of 2 N HCl for 6 hours. The reaction mixture is then cooled in an ice bath, made alkaline with conc. NaOH, extracted with ether, and the ethereal extract is dried over Na2SO4. The ether is distilled off and the residue is then distilled in vacuo, affording 40 g of 2-aminotridecane. Boiling point: 68°-71° C./0.05.